This data is from the Open Reaction Database (ORD), a public repository of structured organic reaction records. The task is: describe an organic reaction: reactants, conditions, products, and yield Run at time 8 hour. The product is C(C)(=O)C1=C(C(=CC(=C1)C=CC)OC)O (Acetyl isoeugenol). The yield is 62.0%. Reported procedure: To a solution of isoeugenol (344 g., 2.1 moles) in 420 ml. of pyridine under nitrogen atmosphere is added 428 ml. of acetic anhydride over a period of 30 minutes. The resulting solution is stirred at room temperature overnight followed by treatment with ice-water (1400 ml.). After stirring for three hours, the resulting precipitate is filtered, washed with water (3×500 ml.) and dried in vacuo to give 381.7 g. of crude product. Acetyl isoeugenol (269 g., 62%) is obtained from washing the crude pr... Run in N1=CC=CC=C1 (pyridine). The reactants are C=1(C(O)=CC=C(C=CC)C1)OC (isoeugenol), C(C)(=O)OC(C)=O (acetic anhydride), ice water. Reaction SMILES: [C:1]1([O:11][CH3:12])[C:2](=[CH:4][CH:5]=[C:6]([CH:10]=1)[CH:7]=[CH:8][CH3:9])[OH:3].[C:13](OC(=O)C)(=[O:15])[CH3:14]>N1C=CC=CC=1>[C:13]([C:4]1[CH:5]=[C:6]([CH:7]=[CH:8][CH3:9])[CH:10]=[C:1]([O:11][CH3:12])[C:2]=1[OH:3])(=[O:15])[CH3:14]. Isolated yield 90.0%. RXN SMILES: [CH3:1][O:2][C:3]1[CH:22]=[CH:21][C:6]([CH2:7][N:8]2[CH:12]=[C:11]([C:13]3[CH:18]=[CH:17][CH:16]=[CH:15][CH:14]=3)[N:10]=[C:9]2[CH2:19][OH:20])=[CH:5][CH:4]=1.C(N(CC)C(C)C)(C)C.[Si:32](Cl)([C:35]([CH3:38])([CH3:37])[CH3:36])([CH3:34])[CH3:33]>C(Cl)Cl>[CH3:1][O:2][C:3]1[CH:4]=[CH:5][C:6]([CH2:7][N:8]2[CH:12]=[C:11]([C:13]3[CH:18]=[CH:17][CH:16]=[CH:15][CH:14]=3)[N:10]=[C:9]2[CH2:19][O:20][Si:32]([C:35]([CH3:38])([CH3:37])[CH3:36])([CH3:34])[CH3:33])=[CH:21][CH:22]=1. The reactants are COC1=CC=C(CN2C(=NC(=C2)C2=CC=CC=C2)CO)C=C1 (1-(4-methoxybenzyl)-2-hydroxymethyl-4-phenylimidazole), C(C)(C)N(C(C)C)CC (N,N-diisopropylethylamine), [Si](C)(C)(C(C)(C)C)Cl (tert-butyldimethylsilyl chloride). Procedure details: Treat a solution of 1-(4-methoxybenzyl)-2-hydroxymethyl-4-phenylimidazole (1.68 g, 5.71 mmol) in CH2Cl2 (35 mL) with N,N-diisopropylethylamine (3.2 mL, 18.4 mmol) and tert-butyldimethylsilyl chloride (TBSCl) (1.46 g, 9.69 mmol) at room temperature for 60 hours. Quench with H2O (40 mL), extract with CH2Cl2 (100 mL), dry (Na2SO4), and concentrate in vacuo. Purify the residue by flash chromatography (SiO2, hexane/EtOAc 20:1→9:1) to provide 2.09 g (90% yield). MS (ES+): m/z=409 (M+H)+ Product: COC1=CC=C(CN2C(=NC(=C2)C2=CC=CC=C2)CO[Si](C)(C)C(C)(C)C)C=C1 (1-(4-methoxybenzyl)-2-tert-butyldimethylsilyloxymethyl-4-phenylimidazole). Solvent: C(Cl)Cl (CH2Cl2). Reactants: [OH-].[Na+] (NaOH), ClC1=CC2=C(NC(C3=C(C2=O)C=CC=C3)=O)C=C1 (2-chloro-5H-dibenz[b,e]azepine-6,11-dione), CO (methyl alcohol), [B].CSC (boron dimethyl sulfide). Solvent: O1CCCC1 (tetrahydrofuran). Reaction conditions: time 18 hour. Product: ClC1=CC2=C(NCC3=C(C2)C=CC=C3)C=C1 (2-Chloro-6,11-Dihydro-5H-dibenz[b,e]azepine). Isolated yield 64.1%. Reaction SMILES: [Cl:1][C:2]1[CH:18]=[CH:17][C:5]2[NH:6][C:7](=O)[C:8]3[CH:15]=[CH:14][CH:13]=[CH:12][C:9]=3[C:10](=O)[C:4]=2[CH:3]=1.[B].CSC.CO.[OH-].[Na+]>O1CCCC1>[Cl:1][C:2]1[CH:18]=[CH:17][C:5]2[NH:6][CH2:7][C:8]3[CH:15]=[CH:14][CH:13]=[CH:12][C:9]=3[CH2:10][C:4]=2[CH:3]=1 |f:1.2,4.5|. Procedure details: To a mixture of 7.28 g of 2-chloro-5H-dibenz[b,e]azepine-6,11-dione in 25 ml of anhydrous tetrahydrofuran, under argon, is added dropwise 8.5 ml of (10M) boron-dimethyl sulfide. The reaction mixture is stirred at room temperature for 18 hours. The reaction mixture is heated at reflux for 3 hours and cooled to room temperature. While stirring, 25 ml of methyl alcohol is carefully added, followed by 100 ml of 2N NaOH. The reaction mixture is heated at reflux for 24 hours and the solid collected. T... Reactants: CCCCC1=C(C(=O)OCC)C(c2ccc(F)c(Br)c2)C2=C(COCC2=O)N1, O=C1CCC(=O)N1Br, ClC(Cl)Cl. Yields the product CCCC1OC(=O)C2=C1NC1=C(C(=O)COC1)C2c1ccc(F)c(Br)c1. Reaction SMILES: [Br:1][c:2]1[cH:3][c:4]([CH:9]2[C:10]3=[C:11]([NH:12][C:13]([CH2:20][CH2:21][CH2:22][CH3:23])=[C:14]2[C:15](=[O:16])[O:17][CH2:18][CH3:19])[CH2:24][O:25][CH2:26][C:27]3=[O:28])[cH:5][cH:6][c:7]1[F:8].[Br:29][N:30]1[C:31](=[O:32])[CH2:33][CH2:34][C:35]1=[O:36].[CH:37]([Cl:38])([Cl:39])[Cl:40]>>[Br:1][c:2]1[cH:3][c:4]([CH:9]2[C:10]3=[C:11]([NH:12][C:13]4=[C:14]2[C:15](=[O:16])[O:17][CH:20]4[CH2:21][CH2:22][CH3:23])[CH2:24][O:25][CH2:26][C:27]3=[O:28])[cH:5][cH:6][c:7]1[F:8]. Reactants: COCCN, OCCCCl, O. Yields the product COCCNCCCO. As a reaction SMILES: [CH3:1][O:2][CH2:3][CH2:4][NH2:5].[Cl:6][CH2:7][CH2:8][CH2:9][OH:10].[OH2:11]>>[CH3:1][O:2][CH2:3][CH2:4][NH:5][CH2:7][CH2:8][CH2:9][OH:10]. The reactants are CC(=O)c1ccc(F)c(C#N)c1, O=C([O-])[O-], Cc1ccccc1, O=C(c1cc(Cl)cc(Cl)c1)C(F)(F)F, [K+], [K+]. The product is N#Cc1cc(C(=O)C=C(c2cc(Cl)cc(Cl)c2)C(F)(F)F)ccc1F. As a reaction SMILES: [C:15]([CH3:16])(=[O:17])[c:18]1[cH:19][cH:20][c:21]([F:26])[c:22]([C:23]#[N:24])[cH:25]1.[C:27](=[O:28])([O-:29])[O-:30].[CH3:33][c:34]1[cH:35][cH:36][cH:37][cH:38][cH:39]1.[Cl:1][c:2]1[cH:3][c:4]([C:9]([C:10]([F:11])([F:12])[F:13])=[O:14])[cH:5][c:6]([Cl:8])[cH:7]1.[K+:31].[K+:32]>>[Cl:1][c:2]1[cH:3][c:4]([C:9]([C:10]([F:11])([F:12])[F:13])=[CH:16][C:15](=[O:17])[c:18]2[cH:19][cH:20][c:21]([F:26])[c:22]([C:23]#[N:24])[cH:25]2)[cH:5][c:6]([Cl:8])[cH:7]1.